From a dataset of the Open Reaction Database (ORD), a public repository of structured organic reaction records. describe an organic reaction: reactants, conditions, products, and yield Starting materials: CC(C)(C)OC(=O)N1CCSCC1C(=O)N1CCCC1, CO, Cl. Product: Cl, O=C(C1CSCCN1)N1CCCC1. RXN SMILES: [C:1]([O:2][C:3](=[O:4])[N:8]1[CH:9]([C:14](=[O:15])[N:16]2[CH2:17][CH2:18][CH2:19][CH2:20]2)[CH2:10][S:11][CH2:12][CH2:13]1)([CH3:5])([CH3:6])[CH3:7].[CH3:22][OH:23].[ClH:21]>>[ClH:21].[NH:8]1[CH:9]([C:14](=[O:15])[N:16]2[CH2:17][CH2:18][CH2:19][CH2:20]2)[CH2:10][S:11][CH2:12][CH2:13]1. Reactants: O=C(O)C=Cc1cccc(Br)c1, Cl, Cl, NC1CN2CCC1CC2. The product is O=C(C=Cc1cccc(Br)c1)NC1CN2CCC1CC2. RXN SMILES: [Br:12][c:13]1[cH:14][c:15]([CH:19]=[CH:20][C:21](=[O:22])[OH:23])[cH:16][cH:17][cH:18]1.[ClH:1].[ClH:2].[N:3]12[CH2:4][CH:5]([NH2:11])[CH:6]([CH2:7][CH2:8]1)[CH2:9][CH2:10]2>>[N:3]12[CH2:4][CH:5]([NH:11][C:21]([CH:20]=[CH:19][c:15]3[cH:14][c:13]([Br:12])[cH:18][cH:17][cH:16]3)=[O:22])[CH:6]([CH2:7][CH2:8]1)[CH2:9][CH2:10]2. Yields the product CCc1nn(-c2cccc(C=Cc3ccc(Cl)cc3)c2)c(CC)c1C(=O)N1CCN(CC2CCN(C)CC2)CC1. Reactants: CN1CCOCC1, CN1CCC(CN2CCNCC2)CC1, CC#N, CCc1nn(-c2cccc(C=Cc3ccc(Cl)cc3)c2)c(CC)c1C(=O)O, COc1nc(Cl)nc(OC)n1. RXN SMILES: [CH3:39][N:40]1[CH2:41][CH2:42][O:43][CH2:44][CH2:45]1.[CH3:46][N:47]1[CH2:48][CH2:49][CH:50]([CH2:53][N:54]2[CH2:55][CH2:56][NH:57][CH2:58][CH2:59]2)[CH2:51][CH2:52]1.[CH3:60][C:61]#[N:62].[Cl:1][c:2]1[cH:3][cH:4][c:5]([CH:8]=[CH:9][c:10]2[cH:11][c:12](-[n:16]3[n:17][c:18]([CH2:26][CH3:27])[c:19]([C:23](=[O:24])[OH:25])[c:20]3[CH2:21][CH3:22])[cH:13][cH:14][cH:15]2)[cH:6][cH:7]1.[Cl:28][c:29]1[n:30][c:31]([O:32][CH3:33])[n:34][c:35]([O:36][CH3:37])[n:38]1>>[Cl:1][c:2]1[cH:3][cH:4][c:5]([CH:8]=[CH:9][c:10]2[cH:11][c:12](-[n:16]3[n:17][c:18]([CH2:26][CH3:27])[c:19]([C:23](=[O:24])[N:57]4[CH2:56][CH2:55][N:54]([CH2:53][CH:50]5[CH2:49][CH2:48][N:47]([CH3:46])[CH2:52][CH2:51]5)[CH2:59][CH2:58]4)[c:20]3[CH2:21][CH3:22])[cH:13][cH:14][cH:15]2)[cH:6][cH:7]1. Reaction SMILES: [CH2:1]([OH:23])[C@H:2]1[O:7][C@@H:6]([O:8][C@H:9]2[C@H:15]([OH:16])[C@@H:14]([OH:17])[C:12](=[O:13])[O:11][C@@H:10]2[CH2:18][OH:19])[C@H:5]([OH:20])[C@@H:4]([OH:21])[C@@H:3]1[OH:22].[NH2:24][CH2:25][CH2:26][CH2:27][CH2:28][CH2:29][CH2:30][CH2:31][CH2:32][CH2:33][CH2:34][CH2:35][CH2:36][NH2:37]>>[CH2:36]([NH:37][C:12]([C@@H:14]([C@H:15]([C@@H:9]([C@@H:10]([CH2:18][OH:19])[OH:11])[O:8][C@@H:6]1[O:7][C@H:2]([CH2:1][OH:23])[C@@H:3]([OH:22])[C@H:4]([OH:21])[C@H:5]1[OH:20])[OH:16])[OH:17])=[O:13])[CH2:35][CH2:34][CH2:33][CH2:32][CH2:31][CH2:30][CH2:29][CH2:28][CH2:27][CH2:26][CH2:25][NH:24][C:12]([C@@H:14]([C@H:15]([C@@H:9]([C@@H:10]([CH2:18][OH:19])[OH:11])[O:8][C@@H:6]1[O:7][C@H:2]([CH2:1][OH:23])[C@@H:3]([OH:22])[C@H:4]([OH:21])[C@H:5]1[OH:20])[OH:16])[OH:17])=[O:13]. Product: C(CCCCCCCCCCCNC(=O)[C@H](O)[C@@H](O)[C@H](O[C@H]1[C@H](O)[C@@H](O)[C@H](O)[C@H](O1)CO)[C@H](O)CO)NC(=O)[C@H](O)[C@@H](O)[C@H](O[C@H]1[C@H](O)[C@@H](O)[C@H](O)[C@H](O1)CO)[C@H](O)CO (N,N'-1,12-Dodecanediylbis(4-O-β-D-glucopyranosyl-D-gluconamide)). Starting materials: C([C@@H]1[C@H]([C@@H]([C@H]([C@@H](O1)O[C@@H]2[C@H](OC(=O)[C@@H]([C@H]2O)O)CO)O)O)O)O (cellobiono-1,5-lactone), NCCCCCCCCCCCCN (1,12-diaminododecane). Yield: 22.7%. Procedure: 2.04 g of cellobiono-1,5-lactone (H. W. Diehl et al., Carbohydr. Res. 38, 364 (1974)) are reacted with 0.60 g of 1,12-diaminododecane analogously to Example 5 and 0.60 g of the title compound are obtained. Starting materials: CC#N, FC(F)(F)c1ccc(N=C=S)cc1, CN(C)CCN1C(=O)c2cccc3cc4cccc(N)c4c(c23)C1=O. Product: CN(C)CCN1C(=O)c2cccc3cc4cccc(NC(=S)Nc5ccc(C(F)(F)F)cc5)c4c(c23)C1=O. Reaction SMILES: [CH3:39][C:40]#[N:41].[F:26][C:27]([c:28]1[cH:29][cH:30][c:31]([N:34]=[C:35]=[S:36])[cH:32][cH:33]1)([F:37])[F:38].[NH2:1][c:2]1[cH:3][cH:4][cH:5][c:6]2[cH:7][c:8]3[c:9]4[c:10]([cH:23][cH:24][cH:25]3)[C:11](=[O:22])[N:12]([CH2:17][CH2:18][N:19]([CH3:20])[CH3:21])[C:13](=[O:16])[c:14]4[c:15]12>>[NH:1]([c:2]1[cH:3][cH:4][cH:5][c:6]2[cH:7][c:8]3[c:9]4[c:10]([cH:23][cH:24][cH:25]3)[C:11](=[O:22])[N:12]([CH2:17][CH2:18][N:19]([CH3:20])[CH3:21])[C:13](=[O:16])[c:14]4[c:15]12)[C:35]([NH:34][c:31]1[cH:30][cH:29][c:28]([C:27]([F:26])([F:37])[F:38])[cH:33][cH:32]1)=[S:36].